From a dataset of the Open Reaction Database (ORD), a public repository of structured organic reaction records. describe an organic reaction: reactants, conditions, products, and yield Starting materials: Cl(=O)(=O)(=O)[O-].CSC1=[S+]C=CS1 (2-methylthio-1,3-dithiolium perchlorate), C(CCC)NCCCC (dibutylamine). The solvent is O1CCCC1 (tetrahydrofuran). Reaction conditions: time 30 minute. The product is Cl(=O)(=O)(=O)[O-].S1C(SC=C1)=[N+](CCCC)CCCC (N-(1,3-dithiol-2-ylidene)-N,N-di(n-butyl)ammonium perchlorate). Isolated yield 75.0%. Reaction SMILES: [Cl:1]([O-:5])(=[O:4])(=[O:3])=[O:2].CS[C:8]1[S:12][CH:11]=[CH:10][S+:9]=1.[CH2:13]([NH:17][CH2:18][CH2:19][CH2:20][CH3:21])[CH2:14][CH2:15][CH3:16]>O1CCCC1>[Cl:1]([O-:5])(=[O:4])(=[O:3])=[O:2].[S:9]1[CH:10]=[CH:11][S:12][C:8]1=[N+:17]([CH2:18][CH2:19][CH2:20][CH3:21])[CH2:13][CH2:14][CH2:15][CH3:16] |f:0.1,4.5|. Procedure details: To 10 ml of tetrahydrofuran, 2.0 g of 2-methylthio-1,3-dithiolium perchlorate was suspended, and 0.75 ml of dibutylamine was dropwise added over a period of 5 minutes. The mixture was stirred at room temperature for 30 minutes, and the solvent was distilled off under reduced pressure. The residue was dissolved in a mixture of acetone-ethyl ether, and cooled to -70° C. in a cooling medium, whereupon crystals precipitated. The crystals were collected by decantation under cooled condition, and puri... Reactants: c1cc2c(cc1CN1CCNCC1)OCO2, Nc1nc(C(=O)O)c(-c2ccncc2)s1, ClP(Cl)Cl, c1ccncc1. Product: Nc1nc(C(=O)N2CCN(Cc3ccc4c(c3)OCO4)CC2)c(-c2ccncc2)s1. Reaction SMILES: [CH2:1]([c:2]1[cH:3][c:4]2[c:8]([cH:9][cH:10]1)[O:7][CH2:6][O:5]2)[N:11]1[CH2:12][CH2:13][NH:14][CH2:15][CH2:16]1.[NH2:21][c:22]1[s:23][c:24](-[c:30]2[cH:31][cH:32][n:33][cH:34][cH:35]2)[c:25]([C:27](=[O:28])[OH:29])[n:26]1.[P:17]([Cl:18])([Cl:19])[Cl:20].[cH:36]1[cH:37][cH:38][n:39][cH:40][cH:41]1>>[CH2:1]([c:2]1[cH:3][c:4]2[c:8]([cH:9][cH:10]1)[O:7][CH2:6][O:5]2)[N:11]1[CH2:12][CH2:13][N:14]([C:27]([c:25]2[c:24](-[c:30]3[cH:31][cH:32][n:33][cH:34][cH:35]3)[s:23][c:22]([NH2:21])[n:26]2)=[O:28])[CH2:15][CH2:16]1.